This data is from the Open Reaction Database (ORD), a public repository of structured organic reaction records. The task is: describe an organic reaction: reactants, conditions, products, and yield The reactants are O([Si](C)(C)C(C)(C)C)CCC1=CC=C(C=C1)CC(C)(C)C(=O)OC (1-(2-t-butyldimethylsiloxyethyl)-4-(2-methoxycarbonyl-2-methylpropyl)benzene), [F-].C(CCC)[N+](CCCC)(CCCC)CCCC (tetra-n-butylammonium fluoride), O (water). Run in O1CCCC1 (tetrahydrofuran). Reaction conditions: time 1 hour. Product: COC(=O)C(CC1=CC=C(C=C1)CCO)(C)C (2-[4-(2-methoxycarbonyl-2-methylpropyl)phenyl]ethyl alcohol). Yield: 90.8%. RXN SMILES: [O:1]([CH2:9][CH2:10][C:11]1[CH:16]=[CH:15][C:14]([CH2:17][C:18]([C:21]([O:23][CH3:24])=[O:22])([CH3:20])[CH3:19])=[CH:13][CH:12]=1)[Si](C(C)(C)C)(C)C.[F-].C([N+](CCCC)(CCCC)CCCC)CCC.O>O1CCCC1>[CH3:24][O:23][C:21]([C:18]([CH3:20])([CH3:19])[CH2:17][C:14]1[CH:13]=[CH:12][C:11]([CH2:10][CH2:9][OH:1])=[CH:16][CH:15]=1)=[O:22] |f:1.2|. Procedure: To a solution of lithium diisopropylamide (0.1 mol/l solution in tetrahydrofuran, 15 ml) was added a solution of 1-(2-t-butyldimethylsiloxyethyl)-4-(2-methoxycarbonylpropyl)benzene (0.62 g) in tetrahydrofuran (2 ml) at -78° C., and the mixture was stirred at the same temperature for 30 minutes. To the reaction mixture was added a solution of iodomethane (0.20 g) in tetrahydrofuran (2 ml), and the mixture was stirred at room temperature for 4 hours. To the reaction mixture was added water, and th...